This data is from the Open Reaction Database (ORD), a public repository of structured organic reaction records. The task is: describe an organic reaction: reactants, conditions, products, and yield The reactants are COC(CC1=CC(=C(C(=C1)OC)OCC1=CC=CC=C1)OC)=O ((4-Benzyloxy-3,5-dimethoxy-phenyl)-acetic acid methyl ester), [H-].[H-].[H-].[H-].[Li+].[Al+3] (LAH). The solvent is C1CCOC1 (THF). Run at time 8 hour. Product: C(C1=CC=CC=C1)OC1=C(C=C(C=C1OC)CCO)OC (2-(4-benzyloxy-3,5-dimethoxy-phenyl)-ethanol). The yield is 88.7%. Reaction SMILES: C[O:2][C:3](=O)[CH2:4][C:5]1[CH:10]=[C:9]([O:11][CH3:12])[C:8]([O:13][CH2:14][C:15]2[CH:20]=[CH:19][CH:18]=[CH:17][CH:16]=2)=[C:7]([O:21][CH3:22])[CH:6]=1.[H-].[H-].[H-].[H-].[Li+].[Al+3]>C1COCC1>[CH2:14]([O:13][C:8]1[C:9]([O:11][CH3:12])=[CH:10][C:5]([CH2:4][CH2:3][OH:2])=[CH:6][C:7]=1[O:21][CH3:22])[C:15]1[CH:16]=[CH:17][CH:18]=[CH:19][CH:20]=1 |f:1.2.3.4.5.6|. Procedure details: (4-Benzyloxy-3,5-dimethoxy-phenyl)-acetic acid methyl ester (3.57 g, 11.3 mmol) was dissolved in THF (113 mL). A solution of LAH (1M in THF, 11.3 mL) was added dropwise to the stirring reaction mixture. After completion of addition the reaction continued to stir at room temperature overnight. The next day, the reaction was quenched with water. The aqueous layer was extracted with ethyl acetate. All of the combined organic layers were dried over sodium sulfate, filtered, and concentrated to yield... Starting materials: NC=1C=C(C=CC1NC(C=CC1CCOCC1)=O)C1=C(C=CC=C1)C(F)(F)F (N-(3-amino-2′-trifluoromethyl-biphenyl-4-yl)-3-(tetrahydro-pyran-4-yl)-acrylamide), C1(=CC=C(C=C1)S(=O)(=O)O)C (p-toluenesulfonic acid), C(=O)(O)[O-].[Na+] (NaHCO3). Run in C1(=CC=CC=C1)C (toluene). Conditions: temperature 100 celsius, time 2.5 minute. The product is O1CCC(CC1)/C=C/C1=NC2=C(N1)C=CC(=C2)C2=C(C=CC=C2)C(F)(F)F ((E)-2-[2-(tetrahydro-pyran-4-yl)-vinyl]-5-(2-trifluoromethyl-phenyl)-1H-benzimidazole). Reaction SMILES: [NH2:1][C:2]1[CH:3]=[C:4]([C:19]2[CH:24]=[CH:23][CH:22]=[CH:21][C:20]=2[C:25]([F:28])([F:27])[F:26])[CH:5]=[CH:6][C:7]=1[NH:8][C:9](=O)[CH:10]=[CH:11][CH:12]1[CH2:17][CH2:16][O:15][CH2:14][CH2:13]1.C1(C)C=CC(S(O)(=O)=O)=CC=1.C([O-])(O)=O.[Na+]>C1(C)C=CC=CC=1>[O:15]1[CH2:16][CH2:17][CH:12](/[CH:11]=[CH:10]/[C:9]2[NH:8][C:7]3[CH:6]=[CH:5][C:4]([C:19]4[CH:24]=[CH:23][CH:22]=[CH:21][C:20]=4[C:25]([F:28])([F:27])[F:26])=[CH:3][C:2]=3[N:1]=2)[CH2:13][CH2:14]1 |f:2.3|. Reported procedure: A mixture of N-(3-amino-2′-trifluoromethyl-biphenyl-4-yl)-3-(tetrahydro-pyran-4-yl)-acrylamide (76.0 mg, 0.195 mmol, as prepared in the previous step) in toluene (5 mL) was treated with p-toluenesulfonic acid (74.2 mg, 0.390 mmol) and heated to 100° C. under a reflux condenser for 4 h. The cooled mixture was treated with saturated aqueous NaHCO3 (50 mL) and extracted with EtOAc (2×50 mL). The combined organic layers were dried over MgSO4 and concentrated in vacuo. The residue was purified on a 2... Starting materials: C(C)(C)(C)C1=NC(C2=C(N1)N(N=N2)CC2=CC=C(C=C2)OC)=O (5-tert-butyl-3-(4-methoxybenzyl)-3H-[1,2,3]triazolo[4,5-d]pyrimidin-7(4H)-one), C(C)N(C1=CC=CC=C1)CC (N,N-diethylaniline), O=P(Cl)(Cl)Cl (POCl3). The product is C(C)(C)(C)C=1N=C(C2=C(N1)N(N=N2)CC2=CC=C(C=C2)OC)Cl (5-tert-butyl-7-chloro-3-(4-methoxybenzyl)-3H-[1,2,3]triazolo[4,5-d]pyrimidine). Reaction SMILES: [C:1]([C:5]1[NH:10][C:9]2[N:11]([CH2:14][C:15]3[CH:20]=[CH:19][C:18]([O:21][CH3:22])=[CH:17][CH:16]=3)[N:12]=[N:13][C:8]=2[C:7](=O)[N:6]=1)([CH3:4])([CH3:3])[CH3:2].C(N(CC)C1C=CC=CC=1)C.O=P(Cl)(Cl)[Cl:37]>>[C:1]([C:5]1[N:6]=[C:7]([Cl:37])[C:8]2[N:13]=[N:12][N:11]([CH2:14][C:15]3[CH:20]=[CH:19][C:18]([O:21][CH3:22])=[CH:17][CH:16]=3)[C:9]=2[N:10]=1)([CH3:4])([CH3:3])[CH3:2]. Procedure: A mixture of 5-tert-butyl-3-(4-methoxybenzyl)-3H-[1,2,3]triazolo[4,5-d]pyrimidin-7(4H)-one (50.0 mg, 160 μmol) and N,N-diethylaniline (50.8 μL, 319 μmol) in POCl3 (1000 μL, 10.9 mmol) was refluxed for 4 h under N2 atmosphere. The reaction mixture was concentrated in vacuo, diluted with EtOAc, washed with cold H2O and brine, dried over Na2SO4 and concentrated in vacuo to afford crude 5-tert-butyl-7-chloro-3-(4-methoxybenzyl)-3H-[1,2,3]triazolo[4,5-d]pyrimidine. The residue was used for the next r... The reactants are ClCCCCCOC1=CC=C(C=C1)C1(C(COC2=C1C=CC(=C2)OCOC)C2=CC=C(C=C2)OCOC)O (4-[4-(5-Chloropentyloxy)phenyl]-4-hydroxy-7-methoxymethyloxy-3-[4-(methoxymethyloxy)phenyl]-2,3-dihydro-4H-benzopyran), [I-].[Na+] (sodium iodide), O (water). The solvent is C(C)C(=O)C (methyl ethyl ketone). Yields the product OC1(C(COC2=C1C=CC(=C2)OCOC)C2=CC=C(C=C2)OCOC)C2=CC=C(C=C2)OCCCCCI (4-hydroxy-4-[4-(5-iodopentyloxy)phenyl]-7-methoxymethyloxy-3-[4-(methoxymethyloxy)phenyl]-2,3-dihydro-4H-benzopyran). Isolated yield 74.6%. Reaction SMILES: Cl[CH2:2][CH2:3][CH2:4][CH2:5][CH2:6][O:7][C:8]1[CH:13]=[CH:12][C:11]([C:14]2([OH:38])[C:19]3[CH:20]=[CH:21][C:22]([O:24][CH2:25][O:26][CH3:27])=[CH:23][C:18]=3[O:17][CH2:16][CH:15]2[C:28]2[CH:33]=[CH:32][C:31]([O:34][CH2:35][O:36][CH3:37])=[CH:30][CH:29]=2)=[CH:10][CH:9]=1.[I-:39].[Na+].O>C(C(C)=O)C>[OH:38][C:14]1([C:11]2[CH:12]=[CH:13][C:8]([O:7][CH2:6][CH2:5][CH2:4][CH2:3][CH2:2][I:39])=[CH:9][CH:10]=2)[C:19]2[CH:20]=[CH:21][C:22]([O:24][CH2:25][O:26][CH3:27])=[CH:23][C:18]=2[O:17][CH2:16][CH:15]1[C:28]1[CH:33]=[CH:32][C:31]([O:34][CH2:35][O:36][CH3:37])=[CH:30][CH:29]=1 |f:1.2|. Reported procedure: 4-[4-(5-Chloropentyloxy)phenyl]-4-hydroxy-7-methoxymethyloxy-3-[4-(methoxymethyloxy)phenyl]-2,3-dihydro-4H-benzopyran (167 mg, 0.3 mmol) and sodium iodide (139 mg, 0.9 mmol) were dissolved in methyl ethyl ketone (5 ml) and then refluxed for 12 hours. The reaction solution was cooled to room temperature and, after adding water, extracted with ethyl acetate. The organic layer was dried over anhydrous magnesium sulfate, filtered and then concentrated under reduced pressure to remove the organic sol... The reactants are FC1=C(C(=O)N(C)OC)C=CC=C1 (2-fluoro-N-methoxy-N-methylbenzamide), C(=C)[Mg]Br (Vinylmagnesium bromide). Solvent: C1CCOC1 (THF). Reaction conditions: temperature -78 celsius, time 10 minute. Yields the product FC1=C(C=CC=C1)C(C=C)=O (1-(2-fluorophenyl)-prop-2-en-1-one). The yield is 57.9%. Reaction SMILES: [F:1][C:2]1[CH:13]=[CH:12][CH:11]=[CH:10][C:3]=1[C:4](N(OC)C)=[O:5].[CH:14]([Mg]Br)=[CH2:15]>C1COCC1>[F:1][C:2]1[CH:13]=[CH:12][CH:11]=[CH:10][C:3]=1[C:4](=[O:5])[CH:14]=[CH2:15]. Reported procedure: A solution of 2-fluoro-N-methoxy-N-methylbenzamide (16 g, 87.4 mmol) in THF (150 mL) was cooled to −78° C. Vinylmagnesium bromide (120 mL, 120 mmol) was slowly added, and the mixture stirred at −78° C. for 10 min, slowly warmed to rt, and stirred for another 3 h. The reaction mixture was quenched with 1 N aq HCl (100 mL) at 0° C. The aqueous layer was extracted with EtOAc (100 mL). The combined organic phase was washed with brine (50 mL), dried over Na2SO4, and concentrated. The residue was puri... Reactants: FC1=C(C=CC(=C1)F)O (2,4-difluorophenol), C([O-])([O-])=O.[K+].[K+] (potassium carbonate), BrC1=C(C(=CC(=C1)F)[N+](=O)[O-])C (1-Bromo-5-fluoro-2-methyl-3-nitro-benzene). Solvent: CN(C)C=O (DMF). Reaction conditions: temperature 120 celsius, time 18 hour. Product: BrC1=C(C(=CC(=C1)OC1=C(C=C(C=C1)F)F)[N+](=O)[O-])C (1-bromo-5-(2,4-difluoro-phenoxy)-2-methyl-3-nitro-benzene). Isolated yield 59.5%. RXN SMILES: [Br:1][C:2]1[CH:7]=[C:6](F)[CH:5]=[C:4]([N+:9]([O-:11])=[O:10])[C:3]=1[CH3:12].[F:13][C:14]1[CH:19]=[C:18]([F:20])[CH:17]=[CH:16][C:15]=1[OH:21].C(=O)([O-])[O-].[K+].[K+]>CN(C=O)C>[Br:1][C:2]1[CH:7]=[C:6]([O:21][C:15]2[CH:16]=[CH:17][C:18]([F:20])=[CH:19][C:14]=2[F:13])[CH:5]=[C:4]([N+:9]([O-:11])=[O:10])[C:3]=1[CH3:12] |f:2.3.4|. Procedure: 1-Bromo-5-fluoro-2-methyl-3-nitro-benzene (9.40 g, 41.45 mmol) was dissolved in 90 mL dry DMF, and 2,4-difluorophenol (5.93 g, 45.58 mmol) and potassium carbonate (6.70 g, 45.58 mmol) were added. The reaction mixture was placed under nitronge and heated to 120° C. with stirring for 18 hours. The reaction mixture was cooled and concentrated under reduced pressure, and the residue was partitioned between water and EtOAc. The organic phase was separated, washed with 1N aqueous NaOH and brine, dried...